From a dataset of the Open Reaction Database (ORD), a public repository of structured organic reaction records. describe an organic reaction: reactants, conditions, products, and yield Starting materials: Cc1cnc(C)c(N2CCN(Cc3ccccc3)CC2)n1, CO, O=C[O-], [NH4+], [Pd]. Product: Cc1cnc(C)c(N2CCNCC2)n1. Reaction SMILES: [CH3:1][c:2]1[n:3][cH:4][c:5]([CH3:21])[n:6][c:7]1[N:8]1[CH2:9][CH2:10][N:11]([CH2:14][c:15]2[cH:16][cH:17][cH:18][cH:19][cH:20]2)[CH2:12][CH2:13]1.[CH3:26][OH:27].[CH:22]([O-:23])=[O:24].[NH4+:25].[Pd:28]>>[CH3:1][c:2]1[n:3][cH:4][c:5]([CH3:21])[n:6][c:7]1[N:8]1[CH2:9][CH2:10][NH:11][CH2:12][CH2:13]1. The reactants are CO, OC1CN(C(c2ccccc2)c2ccccc2)C1, O=C(O)C(F)(F)F, [OH-], [OH-], [Pd+2]. Yields the product O=C(O)C(F)(F)F, OC1CNC1. As a reaction SMILES: [CH3:26][OH:27].[CH:1]([c:2]1[cH:3][cH:4][cH:5][cH:6][cH:7]1)([c:8]1[cH:9][cH:10][cH:11][cH:12][cH:13]1)[N:14]1[CH2:15][CH:16]([OH:18])[CH2:17]1.[F:19][C:20]([C:21](=[O:22])[OH:23])([F:24])[F:25].[OH-:28].[OH-:30].[Pd+2:29]>>[F:19][C:20]([C:21](=[O:22])[OH:23])([F:24])[F:25].[NH:14]1[CH2:15][CH:16]([OH:18])[CH2:17]1. Starting materials: CCN(C)CC, CO, NC1CCC1, O=S(=O)(O)Cl, CC(C)c1ncc(-c2ccnc(Nc3ccccc3)n2)n1C, O=S(Cl)Cl. Yields the product CC(C)c1ncc(-c2ccnc(Nc3ccc(S(=O)(=O)NC4CCC4)cc3)n2)n1C. RXN SMILES: [CH2:33]([N:34]([CH2:35][CH3:36])[CH3:37])[CH3:38].[CH3:43][OH:44].[CH:28]1([NH2:32])[CH2:29][CH2:30][CH2:31]1.[Cl:1][S:2](=[O:3])(=[O:4])[OH:5].[NH:6]([c:7]1[cH:8][cH:9][cH:10][cH:11][cH:12]1)[c:13]1[n:14][cH:15][cH:16][c:17](-[c:19]2[cH:20][n:21][c:22]([CH:25]([CH3:26])[CH3:27])[n:23]2[CH3:24])[n:18]1.[S:39]([Cl:40])([Cl:41])=[O:42]>>[S:2](=[O:3])(=[O:5])([c:10]1[cH:9][cH:8][c:7]([NH:6][c:13]2[n:14][cH:15][cH:16][c:17](-[c:19]3[cH:20][n:21][c:22]([CH:25]([CH3:26])[CH3:27])[n:23]3[CH3:24])[n:18]2)[cH:12][cH:11]1)[NH:32][CH:28]1[CH2:29][CH2:30][CH2:31]1.